From a dataset of the Open Reaction Database (ORD), a public repository of structured organic reaction records. describe an organic reaction: reactants, conditions, products, and yield Starting materials: O (water), ClC1=CC=C(CSC(C(C)=O)C(C)=O)C=C1 (3-(4-chloro-benzylsulfanyl)-pentane-2,4-dione), O.NN (hydrazine hydrate). Reagents/catalysts: O.C1(=CC=C(C=C1)S(=O)(=O)O)C (p-toluenesulfonic acid monohydrate). Run in C(C)O (ethanol). Run at time 15 hour. Product: ClC1=CC=C(CSC=2C(=NNC2C)C)C=C1 (4-(4-Chloro-benzylsulfanyl)-3,5-dimethyl-1H-pyrazole). Yield: 71.6%. As a reaction SMILES: [Cl:1][C:2]1[CH:16]=[CH:15][C:5]([CH2:6][S:7][CH:8]([C:12](=O)[CH3:13])[C:9](=O)[CH3:10])=[CH:4][CH:3]=1.O.[NH2:18][NH2:19].O>C(O)C.O.C1(C)C=CC(S(O)(=O)=O)=CC=1>[Cl:1][C:2]1[CH:16]=[CH:15][C:5]([CH2:6][S:7][C:8]2[C:12]([CH3:13])=[N:18][NH:19][C:9]=2[CH3:10])=[CH:4][CH:3]=1 |f:1.2,5.6|. Procedure: To a solution of crude 3-(4-chloro-benzylsulfanyl)-pentane-2,4-dione [prepared as described above from 3-chloro-pentan-2,3-dione (1.03 g, 7.63 mmol) and 4-chlorobenzyl mercaptan (1.21 g, 7.63 mmol)] in ethanol (60 mL) was added hydrazine hydrate (0.713 mL, 22.9 mmol) and p-toluenesulfonic acid monohydrate (ca. 25 mg). The solution was heated to reflux and stirred for 15 hours. The reaction mixture was allowed to cool to room temperature, and water (300 mL) was added. The precipitate that formed ... The reactants are N(=NC(=O)OCC)C(=O)OCC (diethyl azodicarboxylate), C(C1=CC=CC=C1)OC(=O)N(N1C(C2=CC=C(C=C2C(=C1C(=O)O)C1=CC=CC=C1)Cl)=O)C (2-[(benzyloxycarbonyl)(methyl)amino]-6-chloro-1-oxo-4-phenyl-1,2-dihydroisoquinoline-3-carboxylic acid), C1(=CC=CC=C1)P(C1=CC=CC=C1)C1=CC=CC=C1 (triphenylphosphine), C(C1=CC=CC=C1)O (benzyl alcohol). The solvent is C1CCOC1 (THF). Product: C(C1=CC=CC=C1)OC(=O)C=1N(C(C2=CC=C(C=C2C1C1=CC=CC=C1)Cl)=O)N(C)C(=O)OCC1=CC=CC=C1 (2-[(benzyloxycarbonyl)(methyl)amino]-6-chloro-1-oxo-4-phenyl-1,2-dihydroisoquinoline-3-carboxylic acid benzyl ester). As a reaction SMILES: [CH2:1]([O:8][C:9]([N:11]([CH3:33])[N:12]1[C:21]([C:22]([OH:24])=[O:23])=[C:20]([C:25]2[CH:30]=[CH:29][CH:28]=[CH:27][CH:26]=2)[C:19]2[C:14](=[CH:15][CH:16]=[C:17]([Cl:31])[CH:18]=2)[C:13]1=[O:32])=[O:10])[C:2]1[CH:7]=[CH:6][CH:5]=[CH:4][CH:3]=1.C1(P(C2C=CC=CC=2)C2C=CC=CC=2)C=CC=CC=1.[CH2:53](O)[C:54]1[CH:59]=[CH:58][CH:57]=[CH:56][CH:55]=1.N(C(OCC)=O)=NC(OCC)=O>C1COCC1>[CH2:53]([O:23][C:22]([C:21]1[N:12]([N:11]([C:9]([O:8][CH2:1][C:2]2[CH:7]=[CH:6][CH:5]=[CH:4][CH:3]=2)=[O:10])[CH3:33])[C:13](=[O:32])[C:14]2[C:19]([C:20]=1[C:25]1[CH:30]=[CH:29][CH:28]=[CH:27][CH:26]=1)=[CH:18][C:17]([Cl:31])=[CH:16][CH:15]=2)=[O:24])[C:54]1[CH:59]=[CH:58][CH:57]=[CH:56][CH:55]=1. Procedure: To a mixture of 2-[(benzyloxycarbonyl)(methyl)amino]-6-chloro-1-oxo-4-phenyl-1,2-dihydroisoquinoline-3-carboxylic acid (190 mg), triphenylphosphine (130 mg), benzyl alcohol (52 μl) and THF (6.0 ml) was added diethyl azodicarboxylate (86 μl) at 0° C. with stirring, and the mixture was stirred at room temperature for 2 hrs. The reaction mixture was concentrated under reduced pressure, the residue was purified by medium pressure preparative LC (hexane/ethyl acetate=9/1-3/2) to give 2-[(benzyloxycar... Starting materials: BrC1=C(C=C(C=2NC3=CC(=CC=C3C12)C(=O)OCC)C(=O)O)C (4-bromo-7-(ethoxycarbonyl)-3-methyl-9H-carbazole-1-carboxylic acid), C(CCl)Cl (EDC), C=1C=CC2=C(C1)N=NN2O (HOBT), [OH-].[NH4+] (Ammonium hydroxide). Run in C1CCOC1 (THF), C(Cl)Cl (DCM), CCOC(=O)C (EtOAc). Conditions: time 60 minute. Product: BrC1=C2C=3C=CC(=CC3NC2=C(C=C1C)C(N)=O)C(=O)OCC (ethyl 5-bromo-8-carbamoyl-6-methyl-9H-carbazole-2-carboxylate). Yield: 91.0%. Reaction SMILES: [Br:1][C:2]1[C:14]2[C:13]3[C:8](=[CH:9][C:10]([C:15]([O:17][CH2:18][CH3:19])=[O:16])=[CH:11][CH:12]=3)[NH:7][C:6]=2[C:5]([C:20](O)=[O:21])=[CH:4][C:3]=1[CH3:23].C(Cl)CCl.C1C=CC2N(O)N=[N:34]C=2C=1.[OH-].[NH4+]>C1COCC1.C(Cl)Cl.CCOC(C)=O>[Br:1][C:2]1[C:3]([CH3:23])=[CH:4][C:5]([C:20](=[O:21])[NH2:34])=[C:6]2[C:14]=1[C:13]1[CH:12]=[CH:11][C:10]([C:15]([O:17][CH2:18][CH3:19])=[O:16])=[CH:9][C:8]=1[NH:7]2 |f:3.4|. Procedure: A mixture of 4-bromo-7-(ethoxycarbonyl)-3-methyl-9H-carbazole-1-carboxylic acid (1.40 g, 3.72 mmol), EDC (1.070 g, 5.58 mmol), and HOBT (0.855 g, 5.58 mmol) in a mixture of THF (30 mL) and DCM (5 mL) was stirred at room temperature for 60 min. Ammonium hydroxide (0.217 mL, 5.58 mmol) was added, and the mixture was stirred at room temperature overnight. The mixture was diluted with EtOAc and washed with saturated aqueous NaHCO3. Phase separation could not be achieved, so the mixture was filtered,... Starting materials: F[B-](F)(F)F.O=[N+]=O (Nitronium tetrafluoroborate), CN1C(=NC(=C1)[N+](=O)[O-])[N+](=O)[O-] (1-methyl-2,4-dinitroimidazole). Run in C(Cl)Cl (methylene chloride). Reaction conditions: time 15 minute. Yields the product CN1C(=NC(=C1[N+](=O)[O-])[N+](=O)[O-])[N+](=O)[O-] (1-methyl-2,4,5-trinitroimidazole). The yield is 73.5%. RXN SMILES: F[B-](F)(F)F.[O:6]=[N+:7]=[O:8].[CH3:9][N:10]1[CH:14]=[C:13]([N+:15]([O-:17])=[O:16])[N:12]=[C:11]1[N+:18]([O-:20])=[O:19]>C(Cl)Cl>[CH3:9][N:10]1[C:14]([N+:7]([O-:8])=[O:6])=[C:13]([N+:15]([O-:17])=[O:16])[N:12]=[C:11]1[N+:18]([O-:20])=[O:19] |f:0.1|. Procedure: Nitronium tetrafluoroborate (NO2BF4, 5.0 g, 37.6 mmol) was added to the solid of 1-methyl-2,4-dinitroimidazole (4.0 g, 23.3 mmol) at room temperature. Then the reaction temperature was brought to 105° C. within 15 minutes. At that temperature, all solids melted. The reaction mixture was then stirred at that temperature for 1.5 hrs, then cooled to room temperature and diluted with methylene chloride before being poured onto ice/water. The product was extracted with methylene chloride (3×60 ml). T... Starting materials: C(C(=O)Cl)(=O)Cl (oxalyl chloride), C1=CC=C(C=C1)CNCC#N.Cl (N-benzylaminoacetonitrile). The solvent is ClC1=C(C=CC=C1)Cl (1,2-dichlorobenzene). Run at temperature 90 celsius, time 15 hour. Yields the product C(C1=CC=CC=C1)N1C(C(=NC(=C1)Cl)Cl)=O (1-Benzyl-3,5-dichloropyrazin-2(1H)-one). Reaction SMILES: [C:1]([Cl:6])(=O)[C:2](Cl)=[O:3].[CH:7]1[CH:12]=[CH:11][C:10]([CH2:13][NH:14][CH2:15][C:16]#[N:17])=[CH:9][CH:8]=1.[ClH:18]>ClC1C=CC=CC=1Cl>[CH2:13]([N:14]1[CH:15]=[C:16]([Cl:18])[N:17]=[C:1]([Cl:6])[C:2]1=[O:3])[C:10]1[CH:11]=[CH:12][CH:7]=[CH:8][CH:9]=1 |f:1.2|. Procedure details: To a solution of 92 g (725 mmol) of oxalyl chloride in 188 ml of 1,2-dichlorobenzene are added 26.5 g (145 mmol) of N-benzylaminoacetonitrile. The solution is heated to 60° C. for 20 min and to 90° C. for 6 h. It is allowed to cool and left at this temperature for 15 h. The solvent is removed under reduced pressure and the residue is eluted with silica gel and with a gradient from cyclohexane to 5:1 cyclohexane/ethyl acetate. The product fractions are combined and concentrated to dryness under r... Reactants: BrCC(=O)N1CC(SC2=C(C1)C=C(C=C2)OC)Cl (4-bromoacetyl-2-chloro-7-methoxy-2,3,4,5-tetrahydro-1,4-benzothiazepine), C1(=CC=CC=C1)OC (anisole), stannic chloride. Yields the product BrCC(=O)N1CC(SC2=C(C1)C=C(C=C2)OC)C2=CC=C(C=C2)OC (4-bromoacetyl-7-methoxy-2-(4-methoxyphenyl)-2,3,4,5-tetrahydro-1,4-benzothiazepine). The yield is 74.3%. RXN SMILES: [Br:1][CH2:2][C:3]([N:5]1[CH2:11][C:10]2[CH:12]=[C:13]([O:16][CH3:17])[CH:14]=[CH:15][C:9]=2[S:8][CH:7](Cl)[CH2:6]1)=[O:4].[C:19]1([O:25][CH3:26])[CH:24]=[CH:23][CH:22]=[CH:21][CH:20]=1>>[Br:1][CH2:2][C:3]([N:5]1[CH2:11][C:10]2[CH:12]=[C:13]([O:16][CH3:17])[CH:14]=[CH:15][C:9]=2[S:8][CH:7]([C:22]2[CH:23]=[CH:24][C:19]([O:25][CH3:26])=[CH:20][CH:21]=2)[CH2:6]1)=[O:4]. Procedure: The above-mentioned 4-bromoacetyl-2-chloro-7-methoxy-2,3,4,5-tetrahydro-1,4-benzothiazepine (0.19 g), anisole (0.07 g) end stannic chloride (0.17 g) were reacted in the same manner as in Experimental Example 13 to give 4-bromoacetyl-7-methoxy-2-(4-methoxyphenyl)-2,3,4,5-tetrahydro-1,4-benzothiazepine (0.17 g). This compound (0.1g), 4-benzyl piperidine (0.09 g) and potassium carbonate (0.11 g) were reacted in the same manner as in Experimental Example 6 to give 4-[1-(4-benzyl)piperidinyl]acetyl-7... Reactants: CC12C(C(CC2C1)CC=O)(C)C ((1,2,2-trimethylbicyclo[3.1.0]hex-3-yl)ethanal), C(CCC)=O (butyraldehyde), [Na] (sodium), [O-]CC.[Na+] (sodium ethoxide). Run in C(C)O (ethanol). Product: C(C)C(C=O)=CCC1C(C2(CC2C1)C)(C)C (2-ethyl-4-(1,2,2-trimethylbicyclo[3.1.0]hex-3-yl)but-2-enal). Isolated yield 37.7%. Reaction SMILES: [CH3:1][C:2]12[CH2:7][CH:6]1[CH2:5][CH:4]([CH2:8][CH:9]=O)[C:3]2([CH3:12])[CH3:11].[CH:13](=[O:17])[CH2:14][CH2:15][CH3:16].[O-]CC.[Na+].[Na]>C(O)C>[CH2:15]([C:14](=[CH:9][CH2:8][CH:4]1[CH2:5][CH:6]2[C:2]([CH3:1])([CH2:7]2)[C:3]1([CH3:12])[CH3:11])[CH:13]=[O:17])[CH3:16] |f:2.3,^1:21|. Procedure details: The condensation of 20.0 g (0.12 mol) of (1,2,2-trimethylbicyclo[3.1.0]hex-3-yl)ethanal with 17.0 g (0.24 mol) of butyraldehyde catalyzed with sodium ethoxide prepared from 0.25 g of sodium in 35 ml of ethanol, according to Example 15, gave 9.98 g (38% yield) of 2-ethyl-4-(1,2,2-trimethylbicyclo[3.1.0]hex-3-yl)but-2-enal.